This data is from the Open Reaction Database (ORD), a public repository of structured organic reaction records. The task is: describe an organic reaction: reactants, conditions, products, and yield Reactants: C(C)OC(CC(C1=CC=C(C=C1)Cl)=O)=O (ethyl-4-chlorobenzoylacetate), CO (methanol), O (water), [H-].C(C)(C)[Al+]C(C)C (diisopropylaluminium hydride). The solvent is C(Cl)Cl (methylene chloride). Conditions: time 30 minute. Yields the product ClC1=CC=C(C=C1)C(CCO)O (1-(4-chorophenyl)-1,3-propanediol). Yield: 59.5%. As a reaction SMILES: C([O:3][C:4](=O)[CH2:5][C:6](=[O:14])[C:7]1[CH:12]=[CH:11][C:10]([Cl:13])=[CH:9][CH:8]=1)C.[H-].C([Al+]C(C)C)(C)C.CO.O>C(Cl)Cl>[Cl:13][C:10]1[CH:9]=[CH:8][C:7]([CH:6]([OH:14])[CH2:5][CH2:4][OH:3])=[CH:12][CH:11]=1 |f:1.2|. Procedure details: To a solution of 5.0 g of ethyl-4-chlorobenzoylacetate in 100 ml of methylene chloride cooled to -30° C., 77.3 ml of diisopropylaluminium hydride (1.0 mol/l toluene solution) was added, and the resulting mixture was stirred for 30 minutes and then brought back to room temperature over 3 hours, and 4.14 g of methanol and 24.3 g of water were added carefully, and the mixture was stirred for another 1.5 hours. The precipitate was filtered off, and the filtrate was concentrated. The resulting residu... The reactants are NC=1C[C@H]2N(C1C(=O)[O-])C(C2)=O.[Na+] (Sodium 2-Amino-carbapen-2-em-3-carboxylate), C1(=CC=CC=C1)C (toluene), C(C)(=O)OCC (ethyl acetate). Product: C(C)(=O)NC=1C[C@H]2N(C1C(=O)OCC1=CC=CC=C1)C(C2)=O (Benzyl 2-Acetamido-carbapen-2-em-3-carboxylate). Isolated yield 100.0%. Reaction SMILES: [NH2:1][C:2]1[CH2:3][C@@H:4]2[CH2:11][C:10](=[O:12])[N:5]2[C:6]=1[C:7]([O-:9])=[O:8].[Na+].[C:14]1([CH3:20])[CH:19]=[CH:18][CH:17]=[CH:16][CH:15]=1.[C:21](OCC)(=[O:23])[CH3:22]>>[C:21]([NH:1][C:2]1[CH2:3][C@@H:4]2[CH2:11][C:10](=[O:12])[N:5]2[C:6]=1[C:7]([O:9][CH2:20][C:14]1[CH:19]=[CH:18][CH:17]=[CH:16][CH:15]=1)=[O:8])(=[O:23])[CH3:22] |f:0.1|. Reported procedure: A mixture of crystalline diazo keto ester 4 (45 mg, 0.152 mmol) rhodium octanoate (1.2 mg, 0.00154 mmol) and anhydrous toluene (3.0 ml) was heated in an oil bath at 80° and under a nitrogen atmosphere for 15 minutes. (Note: gas evolution occurred at room temperature before heating). After cooling to room temperature, the reaction mixture was diluted with ethyl acetate (3 ml), dried over magnesium sulfate, filtered, evaporated under vacuum and stripped with methylene chloride to afford 5 as a pal... Reactants: ClC1=CC=C2C=CNC2=C1 (6-chloroindole), [H-].[Na+] (sodium hydride), C1C(C)O1 ((RS)-propylene oxide). The solvent is O1CCCC1 (tetrahydrofuran), O1CCCC1 (tetrahydrofuran). Run at time 1 hour. The product is ClC1=CC=C2C=CN(C2=C1)CC(C)O ((RS)-1-(6-Chloroindol-1-yl)-2-propanol). Isolated yield 51.0%. RXN SMILES: [H-].[Na+].[Cl:3][C:4]1[CH:12]=[C:11]2[C:7]([CH:8]=[CH:9][NH:10]2)=[CH:6][CH:5]=1.[CH2:13]1[O:16][CH:14]1[CH3:15]>O1CCCC1>[Cl:3][C:4]1[CH:12]=[C:11]2[C:7]([CH:8]=[CH:9][N:10]2[CH2:13][CH:14]([OH:16])[CH3:15])=[CH:6][CH:5]=1 |f:0.1|. Procedure: To a stirred suspension of sodium hydride (60%, 1.26 g, 31.6 mmol) in tetrahydrofuran (30 mL) at 0° C. under Ar was added dropwise a solution of 6-chloroindole (4.0 g, 26 mmol) in tetrahydrofuran (30 mL). The mixture was stirred for 1 h and (RS)-propylene oxide (3.7 mL, 53 mmol) was added. The mixture was warmed to room temperature, stirred for 48 h and partitioned between aqueous ammonium chloride solution (100 mL) and ether (3×100 mL). The combined organic extracts were washed with brine (2×10...